Dataset: the Open Reaction Database (ORD), a public repository of structured organic reaction records. Task: describe an organic reaction: reactants, conditions, products, and yield The reactants are COc1ccnc2c1cc(C)n2Cc1ccccc1, [Cl-], Cl, [NH4+], CN(C)C=O. Product: Cc1cc2c(O)ccnc2n1Cc1ccccc1. RXN SMILES: [CH2:1]([c:2]1[cH:3][cH:4][cH:5][cH:6][cH:7]1)[n:8]1[c:9]([CH3:19])[cH:10][c:11]2[c:12]1[n:13][cH:14][cH:15][c:16]2[O:17][CH3:18].[Cl-:20].[ClH:22].[NH4+:21].[O:23]=[CH:24][N:25]([CH3:26])[CH3:27]>>[CH2:1]([c:2]1[cH:3][cH:4][cH:5][cH:6][cH:7]1)[n:8]1[c:9]([CH3:19])[cH:10][c:11]2[c:12]1[n:13][cH:14][cH:15][c:16]2[OH:17].